Dataset: the Open Reaction Database (ORD), a public repository of structured organic reaction records. Task: describe an organic reaction: reactants, conditions, products, and yield The reactants are [Li]CCCC (n-BuLi), S1CSCCC1 (1,3-dithiane), BrC1=CC=C(C=C1)C=1OC(=C(N1)CCI)C (2-(4-bromo-phenyl)-4-(2-iodo-ethyl)-5-methyl-oxazole), BrC1=CC=C(C=C1)C=1OC(=C(N1)CCI)C (2-(4-bromo-phenyl)-4-(2-iodo-ethyl)-5-methyl-oxazole), S1SCCCC1 (dithiane), CN1C(N(CCC1)C)=O (1,3-dimethyl-3,4,5,6-tetrahydro-2(1H)-pyrimidinone). The solvent is O (water), C1CCOC1 (THF), C1CCOC1 (THF). Reaction conditions: temperature -78 celsius, time 20 minute. The product is BrC1=CC=C(C=C1)C=1OC(=C(N1)CCC1SCCCS1)C (2-(4-bromo-phenyl)-4-(2-[1,3]dithian-2-yl-ethyl)-5-methyl-oxazole). The yield is 65.5%. RXN SMILES: [Br:1][C:2]1[CH:7]=[CH:6][C:5]([C:8]2[O:9][C:10]([CH3:16])=[C:11]([CH2:13][CH2:14]I)[N:12]=2)=[CH:4][CH:3]=1.S1CCCCS1.[Li]CCCC.[S:28]1[CH2:33][CH2:32][CH2:31][S:30][CH2:29]1.CN1CCCN(C)C1=O>C1COCC1.O>[Br:1][C:2]1[CH:7]=[CH:6][C:5]([C:8]2[O:9][C:10]([CH3:16])=[C:11]([CH2:13][CH2:14][CH:29]3[S:30][CH2:31][CH2:32][CH2:33][S:28]3)[N:12]=2)=[CH:4][CH:3]=1. Procedure: Add a cold (−78° C.) solution of 2-(4-bromo-phenyl)-4-(2-iodo-ethyl)-5-methyl-oxazole (See Intermediate 30) (1.05 g, 2.67 mmol) in 15 mL THF to a cold (−78° C.) solution of dithiane anion [Preparation: Add n-BuLi (7.5 mL, 12 mmol, 1.6M in hexanes) to a −20° C. solution of 1,3-dithiane (1.92 g, 15.9 mmol) in 25 mL THF. Stir 20 min at −78° C. and add 1,3-dimethyl-3,4,5,6-tetrahydro-2(1H)-pyrimidinone (DMPU, 4.03 g, 31.4 mmol).] Stir the reaction mixture at −78° C. for 15 min. Add water and warm to... The reactants are ClC=1C=CN2C(C(=CC(=C2C1C)C1CC1)C(=O)OC)=O (methyl 8-chloro-1-cyclopropyl-9-methyl-4-oxo-4H-quinolizine-3-carboxylate), FC=1C=C(C=CC1O)B(O)O ((3-fluoro-4-hydroxyphenyl)boronic acid). Yields the product FC=1C=C(C=CC1O)C=1C=CN2C(C(=CC(=C2C1C)C1CC1)C(=O)OC)=O (methyl 8-(3-fluoro-4-hydroxyphenyl)-1-cyclopropyl-9-methyl-4-oxo-4H-quinolizine-3-carboxylate). The yield is 76.1%. Reaction SMILES: Cl[C:2]1[CH:3]=[CH:4][N:5]2[C:10]([C:11]=1[CH3:12])=[C:9]([CH:13]1[CH2:15][CH2:14]1)[CH:8]=[C:7]([C:16]([O:18][CH3:19])=[O:17])[C:6]2=[O:20].[F:21][C:22]1[CH:23]=[C:24](B(O)O)[CH:25]=[CH:26][C:27]=1[OH:28]>>[F:21][C:22]1[CH:23]=[C:24]([C:2]2[CH:3]=[CH:4][N:5]3[C:10]([C:11]=2[CH3:12])=[C:9]([CH:13]2[CH2:15][CH2:14]2)[CH:8]=[C:7]([C:16]([O:18][CH3:19])=[O:17])[C:6]3=[O:20])[CH:25]=[CH:26][C:27]=1[OH:28]. Procedure: Methyl 8-(3-fluoro-4-hydroxyphenyl)-1-cyclopropyl-9-methyl-4-oxo-4H-quinolizine-3-carboxylate was prepared according to General Procedure A from methyl 8-chloro-1-cyclopropyl-9-methyl-4-oxo-4H-quinolizine-3-carboxylate (100 mg, 0.34 mmol) and (3-fluoro-4-hydroxyphenyl)boronic acid (64.1 mg, 0.41 mmol). The residue was rinsed with DCM and dried in a vacuum stove to afford the title compound as a yellow solid (95 mg, 76%). Reactants: Cc1cc(-c2ccccc2S(C)(=O)=O)ccc1NC(=O)C1CCCN1C(=O)OC(C)(C)C, ClCCl, O=C(O)C(F)(F)F. The product is Cc1cc(-c2ccccc2S(C)(=O)=O)ccc1NC(=O)C1CCCN1. RXN SMILES: [C:1]([O:2][C:3](=[O:4])[N:8]1[CH:9]([C:13]([NH:14][c:15]2[c:16]([CH3:31])[cH:17][c:18](-[c:21]3[c:22]([S:27](=[O:28])(=[O:29])[CH3:30])[cH:23][cH:24][cH:25][cH:26]3)[cH:19][cH:20]2)=[O:32])[CH2:10][CH2:11][CH2:12]1)([CH3:5])([CH3:6])[CH3:7].[Cl:40][CH2:41][Cl:42].[OH:33][C:34]([C:35]([F:36])([F:37])[F:38])=[O:39]>>[NH:8]1[CH:9]([C:13]([NH:14][c:15]2[c:16]([CH3:31])[cH:17][c:18](-[c:21]3[c:22]([S:27](=[O:28])(=[O:29])[CH3:30])[cH:23][cH:24][cH:25][cH:26]3)[cH:19][cH:20]2)=[O:32])[CH2:10][CH2:11][CH2:12]1. Starting materials: FC(C(=O)O)(F)F (trifluoroacetic acid), C(C)(C)(C)OC(=O)N[C@@H](COC1=CC=C(CC2C(N(C(S2)=O)C(C2=CC=CC=C2)(C2=CC=CC=C2)C2=CC=CC=C2)=O)C=C1)C (5-{4-[2(R)-t-butoxycarbonylaminopropoxy]benzyl}-3-triphenylmethylthiazolidine-2,4-dione). The solvent is C(Cl)Cl (methylene chloride). Conditions: time 4 hour. Product: FC(C(=O)O)(F)F.N[C@@H](COC1=CC=C(CC2C(NC(S2)=O)=O)C=C1)C (5-{4-[2(R)-Aminopropoxy]benzyl}thiazolidine-2,4-dione trifluoroacetate). RXN SMILES: [F:1][C:2]([F:7])([F:6])[C:3]([OH:5])=[O:4].C(OC([NH:15][C@H:16]([CH3:52])[CH2:17][O:18][C:19]1[CH:51]=[CH:50][C:22]([CH2:23][CH:24]2[S:28][C:27](=[O:29])[N:26](C(C3C=CC=CC=3)(C3C=CC=CC=3)C3C=CC=CC=3)[C:25]2=[O:49])=[CH:21][CH:20]=1)=O)(C)(C)C>C(Cl)Cl>[F:1][C:2]([F:7])([F:6])[C:3]([OH:5])=[O:4].[NH2:15][C@H:16]([CH3:52])[CH2:17][O:18][C:19]1[CH:51]=[CH:50][C:22]([CH2:23][CH:24]2[S:28][C:27](=[O:29])[NH:26][C:25]2=[O:49])=[CH:21][CH:20]=1 |f:3.4|. Reported procedure: 500 ml of trifluoroacetic acid were added dropwise to a solution of 85.5 g of 5-{4-[2(R)-t-butoxycarbonylaminopropoxy]benzyl}-3-triphenylmethylthiazolidine-2,4-dione, [prepared as described in step (a), above] in 700 ml of methylene chloride, whilst ice-cooling, and the mixture was stirred at room temperature for 4 hours. At the end of this time, the reaction mixture was freed from methylene chloride and trifluoroacetic acid by distillation under reduced pressure. The residue was then triturated... Starting materials: BrCCCO (3-bromopropan-1-ol), N1N=CN=C1 (1,2,4-triazole), [O-]CC.[Na+] (sodium ethoxide), [Na] (sodium). Run in C(C)O (ethanol). Product: N1(N=CN=C1)CCCO (3-(1,2,4-triazol-1-yl)propan-1-ol). The yield is 89.7%. Reaction SMILES: [NH:1]1[CH:5]=[N:4][CH:3]=[N:2]1.[O-]CC.[Na+].[Na].Br[CH2:12][CH2:13][CH2:14][OH:15]>C(O)C>[N:1]1([CH2:12][CH2:13][CH2:14][OH:15])[CH:5]=[N:4][CH:3]=[N:2]1 |f:1.2,^1:9|. Procedure: Under argon, 1,2,4-triazole (13.8 g, 200 mmol) was added to a solution of sodium ethoxide (freshly prepared from sodium (4.6 g) and ethanol (250 ml)). After complete dissolution, 3-bromopropan-1-ol (18 ml, 200 mmol) was added dropwise. The mixture was refluxed for 18 hours and the solid was filtered and washed with ethanol. The filtrate was evaporated and the residue was purified by column chromatography eluting with methylene chloride/methanol (9/1) to give 3-(1,2,4-triazol-1-yl)propan-1-ol (22... Reaction conditions: time 8 hour. Reported procedure: 50 mg of trans-N-[4-(2-{4-[2-tert-butyl-6-(2-methoxy-ethyl)-pyrimidin-4-yl]-piperazin-1-yl}-ethyl)-cyclohexyl]-acetamide from example 1 were dissolved in 5 mL of dichloromethane. At −20° C., 1.122 mL of 1 M BBr3 in dichloromethane was added dropwise. The reaction mixture was allowed to warm to room temperature and to stir overnight. Water was added, the organic phase removed and the aqueous phase adjusted to pH 7 with 5% aqueous sodium bicarbonate solution. Ethyl acetate was added, the organic l... Starting materials: B(Br)(Br)Br (BBr3), ClCCl (dichloromethane), C(C)(C)(C)OC(N[C@@H]1CC[C@H](CC1)CCN1CCN(CC1)C1=NC(=NC(=C1)CCOC)C(C)(C)C)=O (Trans-[4-(2-{4-[2-tert-Butyl-6-(2-methoxy-ethyl)-pyrimidin-4-yl]-piperazin-1-yl}-ethyl)-cyclohexyl]-carbamic acid tert-butyl ester), ClCCl (dichloromethane), O (Water). Product: C(C)(C)(C)C1=NC(=CC(=N1)N1CCN(CC1)CC[C@@H]1CC[C@H](CC1)NC(C)=O)CCO (trans-N-[4-(2-{4-[2-tert-Butyl-6-(2-hydroxy-ethyl)-pyrimidin-4-yl]-piperazin-1-yl}-ethyl)-cyclohexyl]-acetamide). RXN SMILES: C([O:5][C:6](=O)[NH:7][C@H:8]1[CH2:13][CH2:12][C@H:11]([CH2:14][CH2:15][N:16]2[CH2:21][CH2:20][N:19]([C:22]3[CH:27]=[C:26]([CH2:28][CH2:29][O:30]C)[N:25]=[C:24]([C:32]([CH3:35])([CH3:34])[CH3:33])[N:23]=3)[CH2:18][CH2:17]2)[CH2:10][CH2:9]1)(C)(C)C.B(Br)(Br)Br.O.Cl[CH2:43]Cl>>[C:32]([C:24]1[N:23]=[C:22]([N:19]2[CH2:20][CH2:21][N:16]([CH2:15][CH2:14][C@H:11]3[CH2:12][CH2:13][C@H:8]([NH:7][C:6](=[O:5])[CH3:43])[CH2:9][CH2:10]3)[CH2:17][CH2:18]2)[CH:27]=[C:26]([CH2:28][CH2:29][OH:30])[N:25]=1)([CH3:34])([CH3:33])[CH3:35]. Reactants: N1=C(C=NC2=CC=CC=C12)OC1=CC=C(OC(C(=O)O)C)C=C1 (2-[4-(2-quinoxalinyloxy)phenoxy]propionic acid), S(=O)(Cl)Cl (thionyl chloride). Run in ClCCCC (chlorobutane). Product: C(C)N(C(C(C)OC1=CC=C(C=C1)OC1=NC2=CC=CC=C2N=C1)=O)CC (N,N-Diethyl-2-[4-(2-quinoxalinyloxy)phenoxy]propanamide). RXN SMILES: [N:1]1[C:10]2[C:5](=[CH:6][CH:7]=[CH:8][CH:9]=2)[N:4]=[CH:3][C:2]=1[O:11][C:12]1[CH:23]=[CH:22][C:15]([O:16][CH:17]([CH3:21])[C:18](O)=[O:19])=[CH:14][CH:13]=1.S(Cl)(Cl)=O>ClCCCC>[CH2:2]([N:1]([CH2:10][CH3:9])[C:18](=[O:19])[CH:17]([O:16][C:15]1[CH:22]=[CH:23][C:12]([O:11][C:2]2[CH:3]=[N:4][C:5]3[C:10](=[CH:9][CH:8]=[CH:7][CH:6]=3)[N:1]=2)=[CH:13][CH:14]=1)[CH3:21])[CH3:3]. Procedure details: The title compound can be prepared by interaction of 2-[4-(2-quinoxalinyloxy)phenoxy]propionic acid with thionyl chloride in a suitable solvent such as chlorobutane. Add a solution of 3.3 g (0.01 mole) 2-[4-(2-quinoxalinyloxy)phenoxy]propionyl chloride in 30 cc methylene chloride to a cold (5° C.) solution of 1.8 g (0.025 mole) diethylamine in 30 cc methylene chloride. Stir the mixture at room temperature overnight. Wash the methylene chloride solution with water and dry over magnesium sulfate. ... Starting materials: CCOC(=O)CC(=O)OCC, O=Cc1ccc(OCc2ccccc2)cc1, C1CCNCC1, CC(=O)O, Cc1ccccc1. The product is CCOC(=O)C(=Cc1ccc(OCc2ccccc2)cc1)C(=O)OCC. RXN SMILES: [C:17]([CH2:18][C:19](=[O:20])[O:21][CH2:22][CH3:23])(=[O:24])[O:25][CH2:26][CH3:27].[CH2:1]([c:2]1[cH:3][cH:4][cH:5][cH:6][cH:7]1)[O:8][c:9]1[cH:10][cH:11][c:12]([CH:13]=[O:14])[cH:15][cH:16]1.[CH2:28]1[CH2:29][CH2:30][NH:31][CH2:32][CH2:33]1.[CH3:34][C:35](=[O:36])[OH:37].[CH3:38][c:39]1[cH:40][cH:41][cH:42][cH:43][cH:44]1>>[CH2:1]([c:2]1[cH:3][cH:4][cH:5][cH:6][cH:7]1)[O:8][c:9]1[cH:10][cH:11][c:12]([CH:13]=[C:18]([C:17](=[O:24])[O:25][CH2:26][CH3:27])[C:19](=[O:20])[O:21][CH2:22][CH3:23])[cH:15][cH:16]1.